Dataset: the Open Reaction Database (ORD), a public repository of structured organic reaction records. Task: describe an organic reaction: reactants, conditions, products, and yield Reactants: FC(S(=O)(=O)OS(=O)(=O)C(F)(F)F)(F)F (trifluoromethanesulfonic anhydride), N1=CC=CC=C1 (pyridine), C(C1=CC=CC=C1)O[C@H]1[C@@H](OC)O[C@@H]([C@H]([C@@H]1OCC1=CC=CC=C1)OCC1=CC=CC=C1)CO (methyl 2,3,4-tri-O-benzyl-α-D-glucopyranoside). The solvent is C(Cl)Cl (methylene chloride), C(Cl)Cl (methylene chloride). Reaction conditions: temperature -10 celsius, time 15 minute. The product is C(C1=CC=CC=C1)O[C@H]1[C@@H](OC)O[C@@H]([C@H]([C@@H]1OCC1=CC=CC=C1)OCC1=CC=CC=C1)COS(=O)(=O)C(F)(F)F (methyl 2,3,4-tri-O-benzyl-6-O-trifluoromethylsulfonyl-α-D-glucopyranoside). As a reaction SMILES: N1C=CC=CC=1.[F:7][C:8]([F:21])([F:20])[S:9]([O:12]S(C(F)(F)F)(=O)=O)(=[O:11])=[O:10].[CH2:22]([O:29][C@@H:30]1[C@@H:37]([O:38][CH2:39][C:40]2[CH:45]=[CH:44][CH:43]=[CH:42][CH:41]=2)[C@H:36]([O:46][CH2:47][C:48]2[CH:53]=[CH:52][CH:51]=[CH:50][CH:49]=2)[C@@H:35]([CH2:54]O)[O:34][C@@H:31]1[O:32][CH3:33])[C:23]1[CH:28]=[CH:27][CH:26]=[CH:25][CH:24]=1>C(Cl)Cl>[CH2:22]([O:29][C@@H:30]1[C@@H:37]([O:38][CH2:39][C:40]2[CH:41]=[CH:42][CH:43]=[CH:44][CH:45]=2)[C@H:36]([O:46][CH2:47][C:48]2[CH:53]=[CH:52][CH:51]=[CH:50][CH:49]=2)[C@@H:35]([CH2:54][O:12][S:9]([C:8]([F:21])([F:20])[F:7])(=[O:11])=[O:10])[O:34][C@@H:31]1[O:32][CH3:33])[C:23]1[CH:24]=[CH:25][CH:26]=[CH:27][CH:28]=1. Reported procedure: To a solution of dry pyridine (0.46 mL) in methylene chloride (17.5 mL) cooled to -15° C. was added trifluoromethanesulfonic anhydride (0.87 mL). The mixture was stirred during 15 min at -10° C., then methyl 2,3,4-tri-O-benzyl-α-D-glucopyranoside (1.2 g, 2.58 mmol) in methylene chloride (5 mL) was added (P. Kovac, V. Sklenar and C. Glaudemans, Carbohydr. Res. 175, 201 (1988)). The mixture was stirred during 1.5 h at -10° C. The reaction mixture was washed with water. The organic layer was dried ... Product: BrC1=CC=CC(=N1)CNCC(=O)NC1CCCC1 (N2-[(6-Bromopyridin-2-yl)methyl]-N-cyclopentylglycinamide). Starting materials: BrC1=CC=CC(=N1)C=O (6-bromopyridine-2-carbaldehyde), Cl.C1(CCCC1)NC(CN)=O (N-cyclopentylglycinamide hydrochloride). Reaction SMILES: [Br:1][C:2]1[N:7]=[C:6]([CH:8]=O)[CH:5]=[CH:4][CH:3]=1.Cl.[CH:11]1([NH:16][C:17](=[O:20])[CH2:18][NH2:19])[CH2:15][CH2:14][CH2:13][CH2:12]1>>[Br:1][C:2]1[N:7]=[C:6]([CH2:8][NH:19][CH2:18][C:17]([NH:16][CH:11]2[CH2:15][CH2:14][CH2:13][CH2:12]2)=[O:20])[CH:5]=[CH:4][CH:3]=1 |f:1.2|. Procedure: The title compound was prepared by using the procedure listed in Example 47, Step 7 with 6-bromopyridine-2-carbaldehyde (1.0 g, 5.38 mmol) and N-cyclopentylglycinamide hydrochloride (0.96 g, 5.38 mmol) as the starting materials. Reactants: COc1ccc(C(=O)c2ccc(NS(=O)(=O)c3ccccc3)cc2)cc1, CC1(C)CC(=O)CC(C)(C)C1, [Cl-], [Cl-], [Cl-], [Cl-], C1CCOC1, O, [Ti+4], [Zn]. Product: COc1ccc(C(=C2CC(C)(C)CC(C)(C)C2)c2ccc(NS(=O)(=O)c3ccccc3)cc2)cc1. RXN SMILES: [CH3:12][O:13][c:14]1[cH:15][cH:16][c:17]([C:18](=[O:19])[c:20]2[cH:21][cH:22][c:23]([NH:26][S:27](=[O:28])(=[O:29])[c:30]3[cH:31][cH:32][cH:33][cH:34][cH:35]3)[cH:24][cH:25]2)[cH:36][cH:37]1.[CH3:1][C:2]1([CH3:11])[CH2:3][C:4](=[O:10])[CH2:5][C:6]([CH3:8])([CH3:9])[CH2:7]1.[Cl-:44].[Cl-:45].[Cl-:46].[Cl-:47].[O:38]1[CH2:39][CH2:40][CH2:41][CH2:42]1.[OH2:43].[Ti+4:48].[Zn:49]>>[CH3:1][C:2]1([CH3:11])[CH2:3][C:4](=[C:18]([c:17]2[cH:16][cH:15][c:14]([O:13][CH3:12])[cH:37][cH:36]2)[c:20]2[cH:21][cH:22][c:23]([NH:26][S:27](=[O:28])(=[O:29])[c:30]3[cH:31][cH:32][cH:33][cH:34][cH:35]3)[cH:24][cH:25]2)[CH2:5][C:6]([CH3:8])([CH3:9])[CH2:7]1.